This data is from the Open Reaction Database (ORD), a public repository of structured organic reaction records. The task is: describe an organic reaction: reactants, conditions, products, and yield Starting materials: NN (Hydrazine), CN1C(CNCC1)CCC1=C2C(C(=O)NC2=O)=CC=C1 (2-(N-methylpiperazinyl)ethylphthalimide). Solvent: CO (methanol). The product is CN1C(CNCC1)CCN (2-(N-methylpiperazinyl)ethylamine). RXN SMILES: [NH2:1]N.[CH3:3][N:4]1[CH2:9][CH2:8][NH:7][CH2:6][CH:5]1[CH2:10][CH2:11]C1C=CC=C2C(NC(=O)C=12)=O>CO>[CH3:3][N:4]1[CH2:9][CH2:8][NH:7][CH2:6][CH:5]1[CH2:10][CH2:11][NH2:1]. Procedure: Hydrazine (aqueous solution at 35% by wt.) (0.15 ml; 1.6 mmoles) was added to 2-(N-methylpiperazinyl)ethylphthalimide (218 mg; 0.8 mmoles) in methanol (5 ml) and the resulting solution was refluxed. Reaction times and process as per Example 1. Starting materials: step-ii, FC=1C=C(CN2N=CC(=C2)C2=CNC3=NC=C(C=C32)C=3C=CC(=NC3)C3CCN(CC3)C(=O)OC(C)(C)C)C=CC1 (tert-butyl 4-(5-(3-(1-(3-fluorobenzyl)-1H-pyrazol-4-yl)-1H-pyrrolo[2,3-b]pyridin-5-yl)pyridin-2-yl)piperidine-1-carboxylate). Run in O1CCOCC1 (dioxane), CO.Cl (methanol HCl). Product: FC=1C=C(CN2N=CC(=C2)C2=CNC3=NC=C(C=C32)C=3C=NC(=CC3)C3CCNCC3)C=CC1 (3-(1-(3-fluorobenzyl)-1H-pyrazol-4-yl)-5-(6-(piperidin-4-yl)pyridin-3-yl)-1H-pyrrolo[2,3-b]pyridine). Isolated yield 62.6%. Reaction SMILES: [F:1][C:2]1[CH:3]=[C:4]([CH:39]=[CH:40][CH:41]=1)[CH2:5][N:6]1[CH:10]=[C:9]([C:11]2[C:19]3[C:14](=[N:15][CH:16]=[C:17]([C:20]4[CH:21]=[CH:22][C:23]([CH:26]5[CH2:31][CH2:30][N:29](C(OC(C)(C)C)=O)[CH2:28][CH2:27]5)=[N:24][CH:25]=4)[CH:18]=3)[NH:13][CH:12]=2)[CH:8]=[N:7]1>CO.Cl.O1CCOCC1>[F:1][C:2]1[CH:3]=[C:4]([CH:39]=[CH:40][CH:41]=1)[CH2:5][N:6]1[CH:10]=[C:9]([C:11]2[C:19]3[C:14](=[N:15][CH:16]=[C:17]([C:20]4[CH:25]=[N:24][C:23]([CH:26]5[CH2:31][CH2:30][NH:29][CH2:28][CH2:27]5)=[CH:22][CH:21]=4)[CH:18]=3)[NH:13][CH:12]=2)[CH:8]=[N:7]1 |f:1.2|. Procedure: Using similar reaction conditions as described in step-ii of example-7, tert-butyl 4-(5-(3-(1-(3-fluorobenzyl)-1H-pyrazol-4-yl)-1H-pyrrolo[2,3-b]pyridin-5-yl)pyridin-2-yl)piperidine-1-carboxylate (96 mg, 0.173 mmol) was deprotected in methanol/HCl in dioxane (5/5 ml) to afford 49 mg (63% yield) of the titled compound. 1H NMR (CD3OD, 300 MHz): δ 9.178-9.170 (d, 1H), 8.78-8.74 (dd, 1H), 8.71-8.66 (dd, 2H), 8.26 (s, 1H), 7.99 (s, 1H), 7.95-7.92 (d, 1H), 7.77 (s, 1H), 7.40-7.31 (q, 1H), 7.10-7.08 (d... The reactants are CC1(OC(CC(O1)=O)=O)C (2,2-dimethyl-[1,3]dioxane-4,6-dione), BrC1=CC=C(C=O)C=C1 (4-bromo-benzaldehyde), Cl (HCl). Run in C(C)(=O)O (acetic acid), TEA, O (water). Product: BrC1=CC=C(C=C1)CCC(=O)O (3-(4-bromophenyl)propanoic acid). Isolated yield 52.0%. Reaction SMILES: CC1(C)[O:7][C:6](=[O:8])[CH2:5][C:4](=O)O1.[Br:11][C:12]1[CH:19]=[CH:18][C:15](C=O)=[CH:14][CH:13]=1.Cl>C(O)(=O)C.O>[Br:11][C:12]1[CH:19]=[CH:18][C:15]([CH2:4][CH2:5][C:6]([OH:7])=[O:8])=[CH:14][CH:13]=1. Procedure: 2,2-dimethyl-[1,3]dioxane-4,6-dione (120 g, 0.84 mol) and 4-bromo-benzaldehyde (153.4 g, 0.84 mol) were dissolved in 300 mL of TEA and acetic acid. The reaction mixture was refluxed for overnight. At which point, the reaction mixture was diluted with water (4 L) and acidified with 6M HCl (1 L) until pH=2. The precipitated solid was filtered off and washed with diluted HCl, then dissolved in 5% NaHCO3 solution. The aqueous salt solution was washed with ether (4×500 mL), filtered and acidified wit... Reactants: C(C)(C)(C)C1=C(C(=CC=2C(COC21)(C)C)N(C2=CC=C(C=C2)OC)CC)C (7-t-butyl-5-[ethyl-(4-methoxy-phenyl)-amino]-3,3,6-trimethyl-2,3-dihydro-benzofuran), IB1C2CCCC1CCC2 (9-iodo-9-borabicyclo[3.3.1]nonane), hexanes, C(C)(C)(C)C1=C(C(=CC=2C(COC21)(C)C)N(C2=CC=C(C=C2)OC)CC)C (7-t-butyl-5-[ethyl-(4-methoxy-phenyl)-amino]-3,3,6-trimethyl-2,3-dihydro-benzofuran), solution. Solvent: ClCCl (dichloromethane). Yields the product C(C)(C)(C)C1=C(C(=CC=2C(COC21)(C)C)N(C2=CC=C(C=C2)O)CC)C (7-t-Butyl-5-[ethyl-(4-hydroxy-phenyl)-amino]-3,3,6-trimethyl-2,3-dihydro-benzofuran). RXN SMILES: [C:1]([C:5]1[C:13]2[O:12][CH2:11][C:10]([CH3:15])([CH3:14])[C:9]=2[CH:8]=[C:7]([N:16]([CH2:25][CH3:26])[C:17]2[CH:22]=[CH:21][C:20]([O:23]C)=[CH:19][CH:18]=2)[C:6]=1[CH3:27])([CH3:4])([CH3:3])[CH3:2].IB1C2CCCC1CCC2>ClCCl>[C:1]([C:5]1[C:13]2[O:12][CH2:11][C:10]([CH3:15])([CH3:14])[C:9]=2[CH:8]=[C:7]([N:16]([CH2:25][CH3:26])[C:17]2[CH:22]=[CH:21][C:20]([OH:23])=[CH:19][CH:18]=2)[C:6]=1[CH3:27])([CH3:2])([CH3:3])[CH3:4]. Procedure details: Following general procedure M and using 7-t-butyl-5-[ethyl-(4-methoxy-phenyl)-amino]-3,3,6-trimethyl-2,3-dihydro-benzofuran (Compound 56, 0.12 g, 0.3 mmol) and 1M solution of 9-iodo-9-borabicyclo[3.3.1]nonane (B-iodo-9-BBN) in hexanes (0.44 mL, 0.44 mmol) in 2 mL of anhydrous dichloromethane, the title compound was obtained as a brown oil that was used in the next step without further purification.